From a dataset of the Open Reaction Database (ORD), a public repository of structured organic reaction records. describe an organic reaction: reactants, conditions, products, and yield The reactants are O=C([O-])[O-], COc1ccc2c3c1OC1C(=O)CC(C)C4(OC)C(C2)N(C)CCC314, ClCCl, N#CBr, [Na+], [Na+]. Reaction SMILES: [C:26](=[O:27])([O-:28])[O-:29].[CH3:1][O:2][c:3]1[cH:4][cH:5][c:6]2[c:15]3[c:16]1[O:17][CH:13]1[C:12](=[O:22])[CH2:11][CH:10]([CH3:23])[C:9]4([O:24][CH3:25])[CH:8]([CH2:7]2)[N:20]([CH3:21])[CH2:19][CH2:18][C:14]413.[Cl:35][CH2:36][Cl:37].[N:32]#[C:33][Br:34].[Na+:30].[Na+:31]>>[CH3:1][O:2][c:3]1[cH:4][cH:5][c:6]2[c:15]3[c:16]1[O:17][CH:13]1[C:12](=[O:22])[CH2:11][CH:10]([CH3:23])[C:9]4([O:24][CH3:25])[CH:8]([CH2:7]2)[N:20]([C:21]#[N:32])[CH2:19][CH2:18][C:14]413. Yields the product COc1ccc2c3c1OC1C(=O)CC(C)C4(OC)C(C2)N(C#N)CCC314. Reactants: Cc1cccc(CN2CCN(C(C(=O)NC(Cc3ccccc3)C(O)CC(Cc3ccc(-c4ccccn4)cc3)N(Cc3ccccc3)C(=O)[O-])C(C)(C)C)C2=O)n1, CO, Cl, C1COCCO1. Yields the product Cl, Cc1cccc(CN2CCN(C(C(=O)NC(Cc3ccccc3)C(O)CC(N)Cc3ccc(-c4ccccn4)cc3)C(C)(C)C)C2=O)n1. RXN SMILES: [CH2:1]([c:5]1[cH:6][cH:7][cH:9][cH:10][cH:11]1)[N:8]([C:2](=[O:3])[O-:4])[CH:12]([CH2:13][CH:14]([CH:15]([CH2:16][c:17]1[cH:18][cH:19][cH:20][cH:21][cH:22]1)[NH:23][C:24]([CH:25]([C:26]([CH3:27])([CH3:28])[CH3:29])[N:30]1[C:31](=[O:43])[N:32]([CH2:35][c:36]2[n:37][c:38]([CH3:42])[cH:39][cH:40][cH:41]2)[CH2:33][CH2:34]1)=[O:44])[OH:45])[CH2:46][c:47]1[cH:48][cH:49][c:50](-[c:53]2[n:54][cH:55][cH:56][cH:57][cH:58]2)[cH:51][cH:52]1.[CH3:60][OH:61].[ClH:59].[O:62]1[CH2:63][CH2:64][O:65][CH2:66][CH2:67]1>>[ClH:59].[NH2:8][CH:12]([CH2:13][CH:14]([CH:15]([CH2:16][c:17]1[cH:18][cH:19][cH:20][cH:21][cH:22]1)[NH:23][C:24]([CH:25]([C:26]([CH3:27])([CH3:28])[CH3:29])[N:30]1[C:31](=[O:43])[N:32]([CH2:35][c:36]2[n:37][c:38]([CH3:42])[cH:39][cH:40][cH:41]2)[CH2:33][CH2:34]1)=[O:44])[OH:45])[CH2:46][c:47]1[cH:48][cH:49][c:50](-[c:53]2[n:54][cH:55][cH:56][cH:57][cH:58]2)[cH:51][cH:52]1.